From a dataset of the Open Reaction Database (ORD), a public repository of structured organic reaction records. describe an organic reaction: reactants, conditions, products, and yield Reactants: O1CCOC2=C1C=CC(=C2)NC(=N)C2=CC=C(C=C2)C (N-(2,3-Dihydro-1,4-benzodioxin-6-yl)-4-methylbenzenecarboxamidine), C([O-])(O)=O.[Na+] (sodium bicarbonate), BrCC(C(=O)OCC)=O (ethyl bromopyruvate). The solvent is O1CCOCC1 (1,4-dioxane). Product: O1CCOC2=C1C=CC(=C2)N2C(=NC(=C2)C(=O)OCC)C2=CC=C(C=C2)C (Ethyl 1-(2,3-dihydro-1,4-benzodioxin-6-yl)-2-(4-methylphenyl)-1H-imidazole-4-carboxylate). Reaction SMILES: [O:1]1[C:6]2[CH:7]=[CH:8][C:9]([NH:11][C:12]([C:14]3[CH:19]=[CH:18][C:17]([CH3:20])=[CH:16][CH:15]=3)=[NH:13])=[CH:10][C:5]=2[O:4][CH2:3][CH2:2]1.C(=O)(O)[O-].[Na+].Br[CH2:27][C:28](=O)[C:29]([O:31][CH2:32][CH3:33])=[O:30]>O1CCOCC1>[O:1]1[C:6]2[CH:7]=[CH:8][C:9]([N:11]3[CH:27]=[C:28]([C:29]([O:31][CH2:32][CH3:33])=[O:30])[N:13]=[C:12]3[C:14]3[CH:15]=[CH:16][C:17]([CH3:20])=[CH:18][CH:19]=3)=[CH:10][C:5]=2[O:4][CH2:3][CH2:2]1 |f:1.2|. Reported procedure: To a mixture of the compound from Step A and 0.80 g (9.5 mmol) of sodium bicarbonate in 10 mL of 1,4-dioxane was added 0.60 mL (4.8 mmol) of ethyl bromopyruvate. The reaction mixture was refluxed overnight. After cooling to room temperature, the solid was filtered off and the filtrate was concentrated in vacuo. Flash chromatography on a Biotage Horizon® system (silica gel, 0 to 50% ethyl acetate in hexanes gradient) gave the title compound as a yellow foam. LC/MS 365.3 (M+1). The reactants are ClC1=NC(=C2N=C(N(C2=N1)C)CN1CCC(CC1)C(C)(C)O)N1CCOCC1 (2-(1-((2-chloro-9-methyl-6-morpholino-9H-purin-8-yl)methyl)piperidin-4-yl)propan-2-ol), C(C)OC1=NC2=C(N1)C=CC=C2 (2-ethoxy-1H-benzo[d]imidazole). Product: C(C)OC1=NC2=C(N1C1=NC(=C3N=C(N(C3=N1)C)CN1CCC(CC1)C(C)(C)O)N1CCOCC1)C=CC=C2 (2-(1-((2-(2-ethoxy-1H-benzo[d]imidazol-1-yl)-9-methyl-6-morpholino-9H-purin-8-yl)methyl)piperidin-4-yl)propan-2-ol). RXN SMILES: Cl[C:2]1[N:10]=[C:9]2[C:5]([N:6]=[C:7]([CH2:12][N:13]3[CH2:18][CH2:17][CH:16]([C:19]([OH:22])([CH3:21])[CH3:20])[CH2:15][CH2:14]3)[N:8]2[CH3:11])=[C:4]([N:23]2[CH2:28][CH2:27][O:26][CH2:25][CH2:24]2)[N:3]=1.[CH2:29]([O:31][C:32]1[NH:36][C:35]2[CH:37]=[CH:38][CH:39]=[CH:40][C:34]=2[N:33]=1)[CH3:30]>>[CH2:29]([O:31][C:32]1[N:33]([C:2]2[N:10]=[C:9]3[C:5]([N:6]=[C:7]([CH2:12][N:13]4[CH2:14][CH2:15][CH:16]([C:19]([OH:22])([CH3:20])[CH3:21])[CH2:17][CH2:18]4)[N:8]3[CH3:11])=[C:4]([N:23]3[CH2:28][CH2:27][O:26][CH2:25][CH2:24]3)[N:3]=2)[C:34]2[CH:40]=[CH:39][CH:38]=[CH:37][C:35]=2[N:36]=1)[CH3:30]. Procedure: Following General Procedure I for Buchwald coupling, 2-(1-((2-chloro-9-methyl-6-morpholino-9H-purin-8-yl)methyl)piperidin-4-yl)propan-2-ol and 2-ethoxy-1H-benzo[d]imidazole were reacted to give 337. LCMS: M+H+=535.3